This data is from the Open Reaction Database (ORD), a public repository of structured organic reaction records. The task is: describe an organic reaction: reactants, conditions, products, and yield Starting materials: NC=1C(=O)O[C@@H](C1C(=O)OCC)C ((R)-2-amino-3-ethoxycarbonyl-2-penten-4-olide), O.C=1(C(=CC=CC1)S(=O)(=O)O)C (toluenesulphonic acid monohydrate). The solvent is C(C)(=O)OC(C)=O (acetic anhydride). Reaction conditions: temperature 40 celsius, time 8 hour. Yields the product C(C)(=O)NC=1C(=O)O[C@@H](C1C(=O)OCC)C ((R)-2-acetamido-3-ethoxycarbonyl-2-penten-4-olide). RXN SMILES: [NH2:1][C:2]1[C:3]([O:5][C@H:6]([CH3:13])[C:7]=1[C:8]([O:10][CH2:11][CH3:12])=[O:9])=[O:4].[OH2:14].[C:15]1([CH3:25])C(S(O)(=O)=O)=CC=CC=1>C(OC(=O)C)(=O)C>[C:15]([NH:1][C:2]1[C:3]([O:5][C@H:6]([CH3:13])[C:7]=1[C:8]([O:10][CH2:11][CH3:12])=[O:9])=[O:4])(=[O:14])[CH3:25] |f:1.2|. Reported procedure: 12.04 g of (R)-2-amino-3-ethoxycarbonyl-2-penten-4-olide are dissolved in 48 ml of acetic anhydride, 125 mg of toluenesulphonic acid monohydrate are added and the whole is stirred overnight at 40° C. The mixture is concentrated by evaporation, dissolved in ethyl acetate and washed with water. The ethyl acetate is distilled off and the residue is recrystallised from ethyl acetate/cyclohexane, [α]D20 =+62.3° (3% in CHCl3), m.p. 119°-122° C.